Dataset: the Open Reaction Database (ORD), a public repository of structured organic reaction records. Task: describe an organic reaction: reactants, conditions, products, and yield The product is BrC1=C(C(=NN1C1=CC=CC=C1)C(=O)OCC)CO (Ethyl 5-bromo-4-(hydroxymethyl)-1-phenyl-1H-pyrazole-3-carboxlate). RXN SMILES: [Br:1][C:2]1[N:6]([C:7]2[CH:12]=[CH:11][CH:10]=[CH:9][CH:8]=2)[N:5]=[C:4]([C:13]([O:15][CH2:16][CH3:17])=[O:14])[C:3]=1[CH:18]=[O:19].C1COCC1.[BH4-].[Na+]>CCO>[Br:1][C:2]1[N:6]([C:7]2[CH:12]=[CH:11][CH:10]=[CH:9][CH:8]=2)[N:5]=[C:4]([C:13]([O:15][CH2:16][CH3:17])=[O:14])[C:3]=1[CH2:18][OH:19] |f:2.3|. The solvent is CCO (EtOH). Yield: 75.5%. The reactants are ice, BrC1=C(C(=NN1C1=CC=CC=C1)C(=O)OCC)C=O (ethyl 5-bromo-4-formyl-1-phenyl-1H-pyrazole-3-carboxylate), C1CCOC1 (THF), [BH4-].[Na+] (sodium borohydride). Conditions: time 2 hour. Procedure: To an ice cooled solution of ethyl 5-bromo-4-formyl-1-phenyl-1H-pyrazole-3-carboxylate (3.82 g, 11.86 mmol, 1 eq) in a 1:1 mixture of THF: EtOH is added sodium borohydride (0.5 g, 13.04 mmol, 1.1 eq) portion wise. The reaction mixture is stirred at RT for 2 h. The reaction mixture is quenched with sat. NH4Cl solution and extracted with EtOAc. The organic layer is dried over Na2SO4 and concentrated. The crude is purified by column chromatography to afford 2.91 g (75%) of the title compound. 1H NM... Isolated yield 72.8%. Reported procedure: In 30 ml of acetone was dissolved 0.91 g (2.34 mmol) of (S)-4-[4-[(4-chlorophenyl)(2-pyridyl)methoxy]piperidino]-butanoic acid obtained according to Example 1, and then, 0.29 g (2.37 mmol) of benzoic acid was added to the solution and the mixture was made uniform. Then, the mixture was concentrated under reduced pressure. To the residue was added 50 ml of isopropyl ether and the mixture was allowed to stand for two days, part of the syrupy product was crystallized. When the material was stirred ... RXN SMILES: [Cl:1][C:2]1[CH:7]=[CH:6][C:5]([C@@H:8]([C:22]2[CH:27]=[CH:26][CH:25]=[CH:24][N:23]=2)[O:9][CH:10]2[CH2:15][CH2:14][N:13]([CH2:16][CH2:17][CH2:18][C:19]([OH:21])=[O:20])[CH2:12][CH2:11]2)=[CH:4][CH:3]=1.[C:28]([OH:36])(=[O:35])[C:29]1[CH:34]=[CH:33][CH:32]=[CH:31][CH:30]=1>CC(C)=O>[C:28]([OH:36])(=[O:35])[C:29]1[CH:34]=[CH:33][CH:32]=[CH:31][CH:30]=1.[Cl:1][C:2]1[CH:3]=[CH:4][C:5]([C@@H:8]([C:22]2[CH:27]=[CH:26][CH:25]=[CH:24][N:23]=2)[O:9][CH:10]2[CH2:15][CH2:14][N:13]([CH2:16][CH2:17][CH2:18][C:19]([OH:21])=[O:20])[CH2:12][CH2:11]2)=[CH:6][CH:7]=1 |f:3.4|. Starting materials: ClC1=CC=C(C=C1)[C@H](OC1CCN(CC1)CCCC(=O)O)C1=NC=CC=C1 ((S)-4-[4-[(4-chlorophenyl)(2-pyridyl)methoxy]piperidino]-butanoic acid), C(C1=CC=CC=C1)(=O)O (benzoic acid). Product: C(C1=CC=CC=C1)(=O)O.ClC1=CC=C(C=C1)[C@H](OC1CCN(CC1)CCCC(=O)O)C1=NC=CC=C1 ((S)-4-[4-[(4-chlorophenyl)(2-pyridyl)methoxy]piperidino]butanoic acid monobenzoic acid salt). Run at time 2 day. Run in CC(=O)C (acetone). Yields the product Nc1ncnc2c1c(-c1cccc(OCc3ccccc3)c1)cn2C1CC(CN2C(=O)c3ccccc3C2=O)C1. Reaction SMILES: [CH2:73]1[O:74][CH2:75][CH2:76][CH2:77]1.[NH2:1][c:2]1[c:3]2[c:4]([n:5][cH:6][n:7]1)[n:8]([CH:25]1[CH2:26][CH:27]([CH2:29][OH:30])[CH2:28]1)[cH:9][c:10]2-[c:11]1[cH:12][c:13]([O:17][CH2:18][c:19]2[cH:20][cH:21][cH:22][cH:23][cH:24]2)[cH:14][cH:15][cH:16]1.[O:50]=[C:51]1[NH:52][C:53](=[O:54])[c:55]2[cH:56][cH:57][cH:58][cH:59][c:60]21.[O:61]=[C:62]([O:63][CH2:64][CH3:65])[N:66]=[N:67][C:68]([O:69][CH2:70][CH3:71])=[O:72].[c:31]1([P:32]([c:33]2[cH:34][cH:35][cH:36][cH:37][cH:38]2)[c:39]2[cH:40][cH:41][cH:42][cH:43][cH:44]2)[cH:45][cH:46][cH:47][cH:48][cH:49]1>>[NH2:1][c:2]1[c:3]2[c:4]([n:5][cH:6][n:7]1)[n:8]([CH:25]1[CH2:26][CH:27]([CH2:29][N:52]3[C:51](=[O:50])[c:60]4[c:55]([cH:56][cH:57][cH:58][cH:59]4)[C:53]3=[O:54])[CH2:28]1)[cH:9][c:10]2-[c:11]1[cH:12][c:13]([O:17][CH2:18][c:19]2[cH:20][cH:21][cH:22][cH:23][cH:24]2)[cH:14][cH:15][cH:16]1. Reactants: C1CCOC1, Nc1ncnc2c1c(-c1cccc(OCc3ccccc3)c1)cn2C1CC(CO)C1, O=C1NC(=O)c2ccccc21, CCOC(=O)N=NC(=O)OCC, c1ccc(P(c2ccccc2)c2ccccc2)cc1. Starting materials: C(C)(=O)OC(CNC([C@@H](CC1=CC=CC=C1)N(C([C@@H](CC1=CC2=CC=CC=C2C=C1)NC)=O)C)=O)(C)C (1,1-dimethyl-2-((2R)-2-(N-methyl-N-((2R)-2-methylamino-3-(2-naphthyl)propionyl)amino)-3-phenylpropionylamino)ethyl acetate), C(C)N(C(C)C)C(C)C (ethyldiisopropylamine), C(C)(C)(C)OC(=O)NC(C/C=C/C(=O)O)(C)C ((2E)-5-(tert-Butoxycarbonylamino)-5-methylhex-2-enoic acid), ON1N=NC2=C1N=CC=C2 (1-Hydroxy-7-azabenzotriazole), Cl.CN(CCCN=C=NCC)C (N-(3-Dimethylaminopropyl)-N'-ethylcarbodiimide hydrochloride). Solvent: ClCCl (dichloromethane), C(C)(=O)OCC (ethyl acetate), CN(C=O)C (N,N-dimethylformamide), ClCCl (dichloromethane). Reaction conditions: temperature 0 celsius, time 16 hour. Yields the product C(C)(=O)OC(CNC([C@@H](CC1=CC=CC=C1)N(C)C([C@@H](CC1=CC2=CC=CC=C2C=C1)N(C)C(\C=C\CC(C)(C)NC(=O)OC(C)(C)C)=O)=O)=O)(C)C (2-((2R)-2-(N-((2R)-2-(N-((2E)-5-(tert-butoxycarbonylamino)-5-methylhex-2-enoyl)-N-methylamino)-3-(2-naphthyl)propionyl)-N-methylamino)-3-phenylpropionylamino)-1,1-dimethylethyl acetate). Yield: 101.1%. RXN SMILES: [C:1]([O:5][C:6]([NH:8][C:9]([CH3:17])([CH3:16])[CH2:10]/[CH:11]=[CH:12]/[C:13]([OH:15])=O)=[O:7])([CH3:4])([CH3:3])[CH3:2].ON1C2N=CC=CC=2N=N1.Cl.CN(C)CCCN=C=NCC.[C:40]([O:43][C:44]([CH3:76])([CH3:75])[CH2:45][NH:46][C:47](=[O:74])[C@H:48]([N:56]([CH3:73])[C:57](=[O:72])[C@H:58]([NH:70][CH3:71])[CH2:59][C:60]1[CH:69]=[CH:68][C:67]2[C:62](=[CH:63][CH:64]=[CH:65][CH:66]=2)[CH:61]=1)[CH2:49][C:50]1[CH:55]=[CH:54][CH:53]=[CH:52][CH:51]=1)(=[O:42])[CH3:41].C(N(C(C)C)C(C)C)C>CN(C)C=O.ClCCl.C(OCC)(=O)C>[C:40]([O:43][C:44]([CH3:76])([CH3:75])[CH2:45][NH:46][C:47](=[O:74])[C@H:48]([N:56]([C:57](=[O:72])[C@H:58]([N:70]([C:13](=[O:15])/[CH:12]=[CH:11]/[CH2:10][C:9]([NH:8][C:6]([O:5][C:1]([CH3:2])([CH3:3])[CH3:4])=[O:7])([CH3:17])[CH3:16])[CH3:71])[CH2:59][C:60]1[CH:69]=[CH:68][C:67]2[C:62](=[CH:63][CH:64]=[CH:65][CH:66]=2)[CH:61]=1)[CH3:73])[CH2:49][C:50]1[CH:51]=[CH:52][CH:53]=[CH:54][CH:55]=1)(=[O:42])[CH3:41] |f:2.3|. Reported procedure: (2E)-5-(tert-Butoxycarbonylamino)-5-methylhex-2-enoic acid (81 mg, 0.33 mmol) was dissolved in N,N-dimethylformamide (2 ml) and dichloromethane (2 ml). 1-Hydroxy-7-azabenzotriazole (45 mg, 0.33 mmol) was added. The solution was cooled to 0° C. N-(3-Dimethylaminopropyl)-N'-ethylcarbodiimide hydrochloride (69 mg, 0.36 mmol) was added. A solution of 1,1-dimethyl-2-((2R)-2-(N-methyl-N-((2R)-2-methylamino-3-(2-naphthyl)propionyl)amino)-3-phenylpropionylamino)ethyl acetate (152 mg, 0.30 mmol) in dichl... The reactants are ICl (ICl), C(C)OC(C(=O)OCC)CC1=CC=C(C=C1)O (racemic ethyl 2-ethoxy-3-(4-hydroxyphenyl)propionate), C(C)OC(C(=O)OCC)CC1=CC=C(C=C1)O (racemic ethyl 2-ethoxy-3-(4-hydroxyphenyl)propionate), C1(=CC=CC=C1)C (toluene), O (water). Solvent: Cl (HCl). The product is C(C)OC(C(=O)OCC)CC1=CC(=C(C=C1)O)I (racemic ethyl 2ethoxy-3-(3-iodo-4-hydroxyphenyl)propionate). Yield: 98.1%. RXN SMILES: [CH2:1]([O:3][CH:4]([CH2:10][C:11]1[CH:16]=[CH:15][C:14]([OH:17])=[CH:13][CH:12]=1)[C:5]([O:7][CH2:8][CH3:9])=[O:6])[CH3:2].O.[I:19]Cl.C1(C)C=CC=CC=1>Cl>[CH2:1]([O:3][CH:4]([CH2:10][C:11]1[CH:12]=[CH:13][C:14]([OH:17])=[C:15]([I:19])[CH:16]=1)[C:5]([O:7][CH2:8][CH3:9])=[O:6])[CH3:2]. Reported procedure: To stirred solution of racemic ethyl 2-ethoxy-3-(4-hydroxyphenyl)propionate of the formula (13a) (20 g) obtained according to the procedure described in step (v) above and dimineralised water (100 ml), ICl (13.6 g, 4.4 ml) in HCl (80 ml) was added dropwise at room temperature for 30 min. The reaction mixture was heated to 75° C. to 80° C. for 20 h. The progress of the reaction was monitored by TLC. After completion of the reaction, toluene (200 ml) was added to the reaction mixture and extracted... The reactants are BrC1=NC(=C2CCC(N(C2=C1)C1=C(C=CC=C1)Cl)=O)C1=C(C=CC=C1)Cl (7-Bromo-1,5-bis(2-chlorophenyl)-3,4-dihydro[1,6]naphthyridin-2(1H)-one), C1CC(=O)N(C1=O)Br (NBS), AlBN, C1CCC2=NCCCN2CC1 (DBU), C([O-])(O)=O.[Na+] (sodium bicarbonate). The solvent is C(Cl)(Cl)(Cl)Cl (carbon tetrachloride), ClCCl (dichloromethane). Yields the product BrC1=NC(=C2C=CC(N(C2=C1)C1=C(C=CC=C1)Cl)=O)C1=C(C=CC=C1)Cl (7-Bromo-1,5-bis(2-chlorophenyl)[1,6]naphthyridin-2(1H)-one). As a reaction SMILES: [Br:1][C:2]1[CH:11]=[C:10]2[C:5]([CH2:6][CH2:7][C:8](=[O:19])[N:9]2[C:12]2[CH:17]=[CH:16][CH:15]=[CH:14][C:13]=2[Cl:18])=[C:4]([C:20]2[CH:25]=[CH:24][CH:23]=[CH:22][C:21]=2[Cl:26])[N:3]=1.C1C(=O)N(Br)C(=O)C1.C1CCN2C(=NCCC2)CC1.C(=O)(O)[O-].[Na+]>C(Cl)(Cl)(Cl)Cl.ClCCl>[Br:1][C:2]1[CH:11]=[C:10]2[C:5]([CH:6]=[CH:7][C:8](=[O:19])[N:9]2[C:12]2[CH:17]=[CH:16][CH:15]=[CH:14][C:13]=2[Cl:18])=[C:4]([C:20]2[CH:25]=[CH:24][CH:23]=[CH:22][C:21]=2[Cl:26])[N:3]=1 |f:3.4|. Procedure details: 7-Bromo-1,5-bis(2-chlorophenyl)-3,4-dihydro[1,6]naphthyridin-2(1H)-one (30 mg, 0.067 mmol) in carbon tetrachloride (5 ml) was treated with NBS (15 mg) and AlBN (1.1 mg) and heated under reflux for 1.5 h. DBU (10 μl) was added, the mixture cooled, and dichloromethane (5 ml) added, followed by 8% sodium bicarbonate (10 ml). The mixture was passed through a hydrophobic frit and evaporated in vacuo to give the product as an off-white solid. Starting materials: CS(=O)(=O)O, COc1cc(C(=O)N2CCN(C)CC2)ccc1-c1nc2c(c(C3CCCCC3)nn2C)c(=O)[nH]1, C1CCOC1. The product is CS(=O)(=O)O, COc1cc(C(=O)N2CCN(C)CC2)ccc1-c1nc2c(c(C3CCCCC3)nn2C)c(=O)[nH]1. Reaction SMILES: [CH3:35][S:36]([OH:37])(=[O:38])=[O:39].[CH:1]1([c:7]2[n:8][n:9]([CH3:34])[c:10]3[n:11][c:12](-[c:17]4[c:18]([O:32][CH3:33])[cH:19][c:20]([C:23](=[O:24])[N:25]5[CH2:26][CH2:27][N:28]([CH3:31])[CH2:29][CH2:30]5)[cH:21][cH:22]4)[nH:13][c:14](=[O:16])[c:15]23)[CH2:2][CH2:3][CH2:4][CH2:5][CH2:6]1.[O:40]1[CH2:41][CH2:42][CH2:43][CH2:44]1>>[CH3:35][S:36](=[O:37])(=[O:38])[OH:39].[CH:1]1([c:7]2[n:8][n:9]([CH3:34])[c:10]3[n:11][c:12](-[c:17]4[c:18]([O:32][CH3:33])[cH:19][c:20]([C:23](=[O:24])[N:25]5[CH2:26][CH2:27][N:28]([CH3:31])[CH2:29][CH2:30]5)[cH:21][cH:22]4)[nH:13][c:14](=[O:16])[c:15]23)[CH2:2][CH2:3][CH2:4][CH2:5][CH2:6]1. Starting materials: CC=1OC(=NN1)C=1C=CC2=C(C(=CO2)C=2C=NNC2)C1 (2-methyl-5-[3-(1H-pyrazol-4-yl)-1-benzofuran-5-yl]-1,3,4-oxadiazole), FC1=C(CBr)C=CC=C1 (2-fluorobenzyl bromide). Product: FC1=C(CN2N=CC(=C2)C2=COC3=C2C=C(C=C3)C=3OC(=NN3)C)C=CC=C1 (2-[3-[1-(2-fluorobenzyl)-1H-pyrazol-4-yl]-1-benzofuran-5-yl]-5-methyl-1,3,4-oxadiazole). Yield: 88.0%. RXN SMILES: [CH3:1][C:2]1[O:3][C:4]([C:7]2[CH:8]=[CH:9][C:10]3[O:14][CH:13]=[C:12]([C:15]4[CH:16]=[N:17][NH:18][CH:19]=4)[C:11]=3[CH:20]=2)=[N:5][N:6]=1.[F:21][C:22]1[CH:29]=[CH:28][CH:27]=[CH:26][C:23]=1[CH2:24]Br>>[F:21][C:22]1[CH:29]=[CH:28][CH:27]=[CH:26][C:23]=1[CH2:24][N:18]1[CH:19]=[C:15]([C:12]2[C:11]3[CH:20]=[C:7]([C:4]4[O:3][C:2]([CH3:1])=[N:6][N:5]=4)[CH:8]=[CH:9][C:10]=3[O:14][CH:13]=2)[CH:16]=[N:17]1. Procedure: In the same manner as in Example 1 and using 2-methyl-5-[3-(1H-pyrazol-4-yl)-1-benzofuran-5-yl]-1,3,4-oxadiazole instead of 5-(benzothiazol-6-yl)-1,3,4-oxadiazole-2-thiol and using 2-fluorobenzyl bromide instead of 3-(trifluoromethyl)benzyl chloride, the title compound (yield 88%) was obtained as colorless crystals. Starting materials: CN(C=O)C (N,N-Dimethylformamide), OCC1=CC(=NC=C1C)NC=1SC(=CN1)C#N (2-(4-Hydroxymethyl-5-methyl-pyridin-2-ylamino)-thiazole-5-carbonitrile), P(=O)(Cl)(Cl)Cl (phosphorous oxychloride). Run in ClCCl (dichloromethane). Product: ClCC1=CC(=NC=C1C)NC=1SC(=CN1)C#N (2-(4-Chloromethyl-5-methyl-pyridin-2-ylamino)-thiazole-5-carbonitrile). Reaction SMILES: O[CH2:2][C:3]1[C:8]([CH3:9])=[CH:7][N:6]=[C:5]([NH:10][C:11]2[S:12][C:13]([C:16]#[N:17])=[CH:14][N:15]=2)[CH:4]=1.CN(C)C=O.P(Cl)(Cl)([Cl:25])=O>ClCCl>[Cl:25][CH2:2][C:3]1[C:8]([CH3:9])=[CH:7][N:6]=[C:5]([NH:10][C:11]2[S:12][C:13]([C:16]#[N:17])=[CH:14][N:15]=2)[CH:4]=1. Procedure details: 2-(4-Hydroxymethyl-5-methyl-pyridin-2-ylamino)-thiazole-5-carbonitrile (9-8, 0.400 g, 1.62 mmol) was stirred in 5 mL of anhydrous dichloromethane. N,N-Dimethylformamide (0.125 mL, 1.62 mmol) was added followed by the addition of phosphorous oxychloride (0.151 mL, 1.62 mmol). After 2 hours the reaction was concentrated in vacuo. Half-saturated NaHCO3 (aq) was added and the resulting precipitate was filtered and washed with water. Air drying provided the titled product, 9-9 contaminated with BINAP...